The task is: describe an organic reaction: reactants, conditions, products, and yield. This data is from the Open Reaction Database (ORD), a public repository of structured organic reaction records. Starting materials: ClC1=C(C(=NC2=NC=CC=C12)C1=NC=CC=C1)C (4-chloro-3-methyl-2-(pyridin-2-yl)-1,8-naphthyridine), O1CCN(CC1)C1=C(N)C=C(C=C1)N1CCOCC1 (2,5-dimorpholinoaniline), CC(C)([O-])C.[Na+] (sodium tert-butoxide). Reagents/catalysts: CC(C)C1=CC(=C(C(=C1)C(C)C)C2=CC=CC=C2P(C3CCCCC3)C4CCCCC4)C(C)C.C1=CC=C([C-]=C1)CCN.Cl[Pd+] (XPhos precatalyst). The solvent is C1(=CC=CC=C1)C (toluene). Yields the product N1(CCOCC1)C1=C(C=C(C=C1)N1CCOCC1)NC1=C(C(=NC2=NC=CC=C12)C1=NC=CC=C1)C (N-(2,5-di-4-morpholinylphenyl)-3-methyl-2-(2-pyridinyl)-1,8-naphthyridin-4-amine). RXN SMILES: Cl[C:2]1[C:11]2[C:6](=[N:7][CH:8]=[CH:9][CH:10]=2)[N:5]=[C:4]([C:12]2[CH:17]=[CH:16][CH:15]=[CH:14][N:13]=2)[C:3]=1[CH3:18].[O:19]1[CH2:24][CH2:23][N:22]([C:25]2[CH:31]=[CH:30][C:29]([N:32]3[CH2:37][CH2:36][O:35][CH2:34][CH2:33]3)=[CH:28][C:26]=2[NH2:27])[CH2:21][CH2:20]1.CC(C)([O-])C.[Na+]>CC(C1C=C(C(C)C)C(C2C(P(C3CCCCC3)C3CCCCC3)=CC=CC=2)=C(C(C)C)C=1)C.C1C=[C-]C(CCN)=CC=1.Cl[Pd+].C1(C)C=CC=CC=1>[N:22]1([C:25]2[CH:31]=[CH:30][C:29]([N:32]3[CH2:33][CH2:34][O:35][CH2:36][CH2:37]3)=[CH:28][C:26]=2[NH:27][C:2]2[C:11]3[C:6](=[N:7][CH:8]=[CH:9][CH:10]=3)[N:5]=[C:4]([C:12]3[CH:17]=[CH:16][CH:15]=[CH:14][N:13]=3)[C:3]=2[CH3:18])[CH2:23][CH2:24][O:19][CH2:20][CH2:21]1 |f:2.3,4.5.6|. Procedure details: To a stirred solution of 4-chloro-3-methyl-2-(pyridin-2-yl)-1,8-naphthyridine (48.6 mg, 0.19 mmol), 2,5-dimorpholinoaniline (50 mg, 0.19 mmol) and XPhos precatalyst (14 mg, 0.019 mmol) in toluene (4 mL) was added sodium tert-butoxide (36 mg, 0.38 mmol) and the reaction was heated at reflux for 2 h. After this time the reaction was allowed to cool to rt and partitioned between EtOAc (60 mL) and water (20 mL). The separated organic layer was dried over MgSO4, filtered and evaporated in vacuo. Puri...